From a dataset of the Open Reaction Database (ORD), a public repository of structured organic reaction records. describe an organic reaction: reactants, conditions, products, and yield The reactants are O=C(O)C(C(=O)O)(C(=O)O)C1CCOc2cc(S(=O)(=O)c3cccc(F)c3)ccc21, CC(=O)O. Reaction SMILES: [C:1](=[O:2])([OH:3])[C:4]([C:5]([OH:6])=[O:7])([C:8]([OH:9])=[O:10])[CH:11]1[CH2:12][CH2:13][O:14][c:15]2[cH:16][c:17]([S:21](=[O:22])(=[O:23])[c:24]3[cH:25][c:26]([F:30])[cH:27][cH:28][cH:29]3)[cH:18][cH:19][c:20]21.[C:31]([OH:32])(=[O:33])[CH3:34]>>[C:1](=[O:2])([OH:3])[CH2:4][CH:11]1[CH2:12][CH2:13][O:14][c:15]2[cH:16][c:17]([S:21](=[O:22])(=[O:23])[c:24]3[cH:25][c:26]([F:30])[cH:27][cH:28][cH:29]3)[cH:18][cH:19][c:20]21. Product: O=C(O)CC1CCOc2cc(S(=O)(=O)c3cccc(F)c3)ccc21. Reactants: CC1(OCCO1)C=1SC(=CN1)CN1N=CC(=N1)[N+](=O)[O-] (2-[2-(2-methyl-[1,3]dioxolan-2-yl)-thiazol-5-ylmethyl]-4-nitro-2H-[1,2,3]triazole), [NH4+].[Cl-] (NH4Cl), N#N (N2). The reagents and catalysts are [Fe] (iron). Run in CCO (EtOH), O (water). Reaction conditions: temperature 75 celsius, time 60 minute. The product is CC1(OCCO1)C=1SC(=CN1)CN1N=CC(=N1)N (2-[2-(2-Methyl-[1,3]dioxolan-2-yl)-thiazol-5-ylmethyl]-2H-[1,2,3]triazol-4-ylamine). RXN SMILES: N#N.[CH3:3][C:4]1([C:9]2[S:10][C:11]([CH2:14][N:15]3[N:19]=[C:18]([N+:20]([O-])=O)[CH:17]=[N:16]3)=[CH:12][N:13]=2)[O:8][CH2:7][CH2:6][O:5]1.[NH4+].[Cl-]>CCO.O.[Fe]>[CH3:3][C:4]1([C:9]2[S:10][C:11]([CH2:14][N:15]3[N:19]=[C:18]([NH2:20])[CH:17]=[N:16]3)=[CH:12][N:13]=2)[O:5][CH2:6][CH2:7][O:8]1 |f:2.3|. Procedure details: In a flame dried round-bottomed flask equipped with a magnetic stir bar and under inert atmosphere (N2), a mixture of 2-[2-(2-methyl-[1,3]dioxolan-2-yl)-thiazol-5-ylmethyl]-4-nitro-2H-[1,2,3]triazole (201 mg, 0.68 mmol), iron powder (114 mg, 2.03 mmol) and NH4Cl (183 mg, 3.38 mmol) in a mixture of EtOH (3.0 mL) and water (1.5 mL) was stirred at 75° C. for 60 min. The reaction mixture was filtered while hot and concentrated under reduced pressure. CH2Cl2 (10 mL) was added followed by 1N NaOH (10 ... Reactants: C1CCOC1, C[Si](C)(C)[N-][Si](C)(C)C, COc1ccc(COCc2cnc(F)c(-c3nc(C)nc4c3ncn4C3CCCCO3)c2)cc1, [Li+], Nc1cccc2c1cnn2C1CCCCO1. As a reaction SMILES: [CH2:61]1[O:62][CH2:63][CH2:64][CH2:65]1.[CH3:52][Si:53]([N-:54][Si:55]([CH3:56])([CH3:57])[CH3:58])([CH3:59])[CH3:60].[F:1][c:2]1[n:3][cH:4][c:5]([CH2:24][O:25][CH2:26][c:27]2[cH:28][cH:29][c:30]([O:33][CH3:34])[cH:31][cH:32]2)[cH:6][c:7]1-[c:8]1[c:9]2[n:10][cH:11][n:12]([CH:18]3[O:19][CH2:20][CH2:21][CH2:22][CH2:23]3)[c:13]2[n:14][c:15]([CH3:17])[n:16]1.[Li+:51].[O:35]1[CH:36]([n:41]2[n:42][cH:43][c:44]3[c:45]([NH2:50])[cH:46][cH:47][cH:48][c:49]23)[CH2:37][CH2:38][CH2:39][CH2:40]1>>[c:2]1([NH:50][c:45]2[c:44]3[cH:43][n:42][n:41]([CH:36]4[O:35][CH2:40][CH2:39][CH2:38][CH2:37]4)[c:49]3[cH:48][cH:47][cH:46]2)[n:3][cH:4][c:5]([CH2:24][O:25][CH2:26][c:27]2[cH:28][cH:29][c:30]([O:33][CH3:34])[cH:31][cH:32]2)[cH:6][c:7]1-[c:8]1[c:9]2[n:10][cH:11][n:12]([CH:18]3[O:19][CH2:20][CH2:21][CH2:22][CH2:23]3)[c:13]2[n:14][c:15]([CH3:17])[n:16]1. Yields the product COc1ccc(COCc2cnc(Nc3cccc4c3cnn4C3CCCCO3)c(-c3nc(C)nc4c3ncn4C3CCCCO3)c2)cc1. Starting materials: [Cl-].[Li+] (lithium chloride), FC(OC1=C(C=CC=C1)O)(F)F (2-(trifluoromethoxy)phenol). The reagents and catalysts are O.O.[Cu](Cl)Cl (copper(II)chloride dihydrate). Run in CN(C)C=O (DMF). Reaction conditions: temperature 100 celsius, time 72 hour. The product is ClC1=CC(=C(C=C1)O)OC(F)(F)F (4-chloro-2-(trifluoromethoxy)phenol), solid. Isolated yield 10.0%. As a reaction SMILES: [Cl-:1].[Li+].[F:3][C:4]([F:14])([F:13])[O:5][C:6]1[CH:11]=[CH:10][CH:9]=[CH:8][C:7]=1[OH:12]>CN(C=O)C.O.O.[Cu](Cl)Cl>[Cl:1][C:10]1[CH:9]=[CH:8][C:7]([OH:12])=[C:6]([O:5][C:4]([F:13])([F:14])[F:3])[CH:11]=1 |f:0.1,4.5.6|. Reported procedure: A solution of copper(II)chloride dihydrate (37.2 mmol, 6.34 g) and lithium chloride (18.6 mmol, 788 mg) in DMF (60 mL) was heated to 80° C. before the addition of 2-(trifluoromethoxy)phenol (18.6 mmol, 4 g) dropwise. The reaction was stirred at 100° C. for 72 hours. After cooling, the reaction mixture was partitioned between EtOAc (60 mL) and water (120 mL), extracted with EtOAc (60 mL). The organic layer was washed with water (60 mL), dried over MgSO4, filtered and concentrated in vacuo. The cr... Reactants: ClCOCC1=CC(=C(C=C1)F)OC1=CC=CC=C1 (Chloromethyl(4-fluoro-3-phenoxybenzyl)ether), [Na] (Sodium), C(C)OC1=CC=C(C=C1)C(C(=O)OCC)C(=O)OCC (diethyl 4-ethoxyphenylmalonate), ice water, [Na] (sodium). Solvent: O1CCOCC1 (dioxane). Yields the product C(C)OC1=CC=C(C=C1)C(C(=O)OCC)(C(=O)OCC)COCC1=CC(=C(C=C1)F)OC1=CC=CC=C1 (diethyl 2-(4-ethoxyphenyl)-2-(4-fluoro-3-phenoxybenzyloxymethyl)malonate). Isolated yield 52.2%. RXN SMILES: [Na].[CH2:2]([O:4][C:5]1[CH:10]=[CH:9][C:8]([CH:11]([C:17]([O:19][CH2:20][CH3:21])=[O:18])[C:12]([O:14][CH2:15][CH3:16])=[O:13])=[CH:7][CH:6]=1)[CH3:3].Cl[CH2:23][O:24][CH2:25][C:26]1[CH:31]=[CH:30][C:29]([F:32])=[C:28]([O:33][C:34]2[CH:39]=[CH:38][CH:37]=[CH:36][CH:35]=2)[CH:27]=1>O1CCOCC1>[CH2:2]([O:4][C:5]1[CH:6]=[CH:7][C:8]([C:11]([CH2:23][O:24][CH2:25][C:26]2[CH:31]=[CH:30][C:29]([F:32])=[C:28]([O:33][C:34]3[CH:39]=[CH:38][CH:37]=[CH:36][CH:35]=3)[CH:27]=2)([C:17]([O:19][CH2:20][CH3:21])=[O:18])[C:12]([O:14][CH2:15][CH3:16])=[O:13])=[CH:9][CH:10]=1)[CH3:3] |^1:0|. Procedure details: Sodium (2.18 g, 35 mmol) was added to diethyl 4-ethoxyphenylmalonate (26.6 g, 95 mmol) dissolved in dioxane (100 ml) and refluxed until the sodium had dissolved. Chloromethyl(4-fluoro-3-phenoxybenzyl)ether (25.4 g, 95 mmol) was added, dropwise, at 40°-50° C. and then heated under reflux for 3 hours. The mixture was added to ice-water, extracted three times with ether, the extracts washed with water, dried over magnesium sulphate and evaporated. After chromatography on silica-gel, using toluene a... The reactants are NC1=C(C(=O)N(CC)CC)C=C(C=C1)C=1C=NN(C1)CCCO (2-amino-N,N-diethyl-5-[1-(3-hydroxypropyl)-1H-pyrazol-4-yl]benzamide), CC1(OB(OC1(C)C)C=1C=NN(C1)CCCCO)C (4-[4-(4,4,5,5-tetramethyl-1,3,2-dioxaborolan-2-yl)-1H-pyrazol-1-yl]butan-1-ol), NC=1C=CC(=C2CN(C(C12)=O)C)Br (7-amino-4-bromo-2-methyl-2,3-dihydro-1H-isoindol-1-one), NC=1C=CC(=C2CN(C(C12)=O)C)Br (7-amino-4-bromo-2-methyl-2,3-dihydro-1H-isoindol-1-one). The product is NC=1C=CC(=C2CN(C(C12)=O)C)C=1C=NN(C1)CCCCO (7-amino-4-[1-(4-hydroxybutyl)-1H-pyrazol-4-yl]-2-methyl-2,3-dihydro-1H-isoindol-1-one). The yield is 22.0%. As a reaction SMILES: [NH2:1][C:2]1[CH:14]=[CH:13][C:12]([C:15]2[CH:16]=[N:17][N:18]([CH2:20][CH2:21][CH2:22]O)[CH:19]=2)=[CH:11][C:3]=1[C:4]([N:6]([CH2:9]C)[CH2:7]C)=[O:5].NC1C=CC(Br)=C2C=1[C:32](=[O:34])N(C)C2.CC1(C)C(C)(C)OB(C2C=NN(CCCCO)C=2)O1>>[NH2:1][C:2]1[CH:14]=[CH:13][C:12]([C:15]2[CH:16]=[N:17][N:18]([CH2:20][CH2:21][CH2:22][CH2:32][OH:34])[CH:19]=2)=[C:11]2[C:3]=1[C:4](=[O:5])[N:6]([CH3:7])[CH2:9]2. Reported procedure: Prepared analogously to Compound 3C using 7-amino-4-bromo-2-methyl-2,3-dihydro-1H-isoindol-1-one (Compound 17D, 300 mg, 1.24 mmol) and 4-[4-(4,4,5,5-tetramethyl-1,3,2-dioxaborolan-2-yl)-1H-pyrazol-1-yl]butan-1-ol (Compound 14C, 364 mg, 1.37 mmol) to afford 81 mg of the title compound (22%). 1H NMR (400 MHz, CDCl3) d 7.65 (s, 1H), 7.50 (s, 1H), 7.36 (d, J=8.3 Hz, 1H), 6.63 (d, J=8.3 Hz, 1H), 5.25 (br. s., 2H), 4.38 (s, 2H), 4.23 (t, J=7.0 Hz, 2H), 3.70 (t, J=6.2 Hz, 2H), 3.18 (s, 3H), 1.98-2.08 (... The reactants are COC1=C(C(=CC=C1)OC)CCC (1,3-dimethoxy-2-propylbenzene), Cl.N1=CC=CC=C1 (pyridine hyrochloride). Solvent: O (H2O), O (water). Conditions: temperature 180 celsius, time 7.5 hour. Yields the product C(CC)C1=C(C=CC=C1O)O (2-Propyl-1,3-Dihydroxybenzene). Isolated yield 133.1%. Reaction SMILES: C[O:2][C:3]1[CH:8]=[CH:7][CH:6]=[C:5]([O:9]C)[C:4]=1[CH2:11][CH2:12][CH3:13].Cl.N1C=CC=CC=1>O>[CH2:11]([C:4]1[C:5]([OH:9])=[CH:6][CH:7]=[CH:8][C:3]=1[OH:2])[CH2:12][CH3:13] |f:1.2|. Procedure details: A mixture of solid 1,3-dimethoxy-2-propylbenzene (33.70 g, 190 mmol) and solid pyridine hyrochloride (150 g, 1.30 mol) were warmed to 180° C. After 7.5 hours, the reaction was cooled to 110° C. and 50 mL of H2O was added slowly. After the reaction cooled to room temperature, it was diluted with 100 mL of water and extracted several times with EtOAc. The EtOAc extract was washed once with 2N HCl and then dried over MgSO4. Filtration and solvent removal gave 38.5 g of an orange solid. The product ... Starting materials: C(C1=CC=CC=C1)(=O)OOC(C1=CC=CC=C1)=O (benzoyl peroxide), ice water, CCCCCC (n-hexane), C(C1=CC=CC=C1)(=O)OOC(C1=CC=CC=C1)=O (Benzoyl peroxide), C(C(=C)C)(=O)[O-] (methacrylate), C(C(=C)C)(=O)OC (methyl methacrylate), C(C(=C)C)(=O)[O-] (methacrylate), C(C(=C)C)(=O)OC (methyl methacrylate). Solvent: C(C)O (ethanol), C=1(C(=CC=CC1)C)C (xylene), C=1(C(=CC=CC1)C)C (xylene). Conditions: time 8 hour. Product: C(C(=C)C)(=O)[O-].C(C(=C)C)(=O)OC (methacrylate methyl methacrylate). As a reaction SMILES: [C:1]([O-:6])(=[O:5])[C:2]([CH3:4])=[CH2:3].[C:7]([O:12][CH3:13])(=[O:11])[C:8]([CH3:10])=[CH2:9].C(OOC(=O)C1C=CC=CC=1)(=O)C1C=CC=CC=1.CCCCCC>C1(C)C(C)=CC=CC=1.C(O)C>[C:1]([O-:6])(=[O:5])[C:2]([CH3:4])=[CH2:3].[C:7]([O:12][CH3:13])(=[O:11])[C:8]([CH3:10])=[CH2:9] |f:6.7|. Procedure: Methacrylic acid (0.1 mol) and hexaethyldititanoxane (0.05 mol) were dissolved in xylene and subjected to reaction. The water that formed as the reaction proceeded was removed together with the solvent by distillation. The by-product of the reaction was distilled off under vacuum and the residue was dried under vacuum to obtain triethyltitanyl methacrylate (m.p. 89° C.; yield, 54%). This triethyltitanyl methacrylate and methyl methacrylate were put into a round-bottom flask at a molar ratio of 1... As a reaction SMILES: [C:1]([C@H:5]1[C:46](=[O:47])[N:45]2[CH2:48][C@@H:42]([CH2:43][C@H:44]2[C:49](=[O:66])[NH:50][C@:51]2([C:56](=[O:65])[NH:57][S:58]([C:61]3([CH3:64])[CH2:63][CH2:62]3)(=[O:60])=[O:59])[CH2:53][C@H:52]2[CH:54]=[CH2:55])[O:41][C:17]2=[N:18][C:19]3[CH:20]=[CH:21][CH:22]=[CH:23][C:24]=3[C:25]([O:26][CH2:27][C@@H:28]3[O:33][CH2:32][CH2:31][N:30](C(OC(C)(C)C)=O)[CH2:29]3)=[C:16]2[CH2:15][CH2:14][CH2:13][CH2:12][CH2:11][C@@H:10]2[CH2:67][C@H:9]2[O:8][C:7](=[O:68])[NH:6]1)([CH3:4])([CH3:3])[CH3:2].FC(F)(F)C(O)=O>ClCCl>[C:1]([C@H:5]1[C:46](=[O:47])[N:45]2[CH2:48][C@@H:42]([CH2:43][C@H:44]2[C:49]([NH:50][C@:51]2([C:56](=[O:65])[NH:57][S:58]([C:61]3([CH3:64])[CH2:62][CH2:63]3)(=[O:59])=[O:60])[CH2:53][C@H:52]2[CH:54]=[CH2:55])=[O:66])[O:41][C:17]2=[N:18][C:19]3[CH:20]=[CH:21][CH:22]=[CH:23][C:24]=3[C:25]([O:26][CH2:27][C@@H:28]3[O:33][CH2:32][CH2:31][NH:30][CH2:29]3)=[C:16]2[CH2:15][CH2:14][CH2:13][CH2:12][CH2:11][C@@H:10]2[CH2:67][C@H:9]2[O:8][C:7](=[O:68])[NH:6]1)([CH3:2])([CH3:3])[CH3:4]. Starting materials: C(C)(C)(C)[C@@H]1NC(O[C@H]2[C@H](CCCCCC=3C(=NC=4C=CC=CC4C3OC[C@H]3CN(CCO3)C(=O)OC(C)(C)C)O[C@@H]3C[C@H](N(C1=O)C3)C(N[C@]3([C@@H](C3)C=C)C(NS(=O)(=O)C3(CC3)C)=O)=O)C2)=O (tert-butyl (2R)-2-({[(1aR,5S,8S,10R,22aR)-5-tert-butyl-8-{[(1R,2S)-2-ethenyl-1-{[(1-methylcyclopropyl)sulfonyl]carbamoyl}cyclopropyl]carbamoyl}-3,6-dioxo-1,1a,3,4,5,6,9,10,18,19,20,21,22,22a-tetradecahydro-8H-7,10-methanocyclopropa[18,19][1,10,3,6]dioxadiazacyclononadecino[11,12-b]quinolin-17-yl]oxy}methyl)morpholine-4-carboxylate), FC(C(=O)O)(F)F (trifluoroacetic acid). The yield is 94.5%. Run at time 3 hour. Run in ClCCl (dichloromethane). Product: C(C)(C)(C)[C@@H]1NC(O[C@H]2[C@H](CCCCCC=3C(=NC=4C=CC=CC4C3OC[C@H]3CNCCO3)O[C@@H]3C[C@H](N(C1=O)C3)C(=O)N[C@]3([C@@H](C3)C=C)C(NS(=O)(=O)C3(CC3)C)=O)C2)=O ((1aR,5S,8S,10R,22aR)-5-tert-butyl-N-[(1R,2S)-2-ethenyl-1-{[(1-methylcyclopropyl)sulfonyl]carbamoyl}cyclopropyl]-17-[(2R)-morpholin-2-ylmethoxy]-3,6-dioxo-1,1a,3,4,5,6,9,10,18,19,20,21,22,22a-tetradecahydro-8H-7,10-methanocyclopropa[18,19][1,10,3,6]dioxadiazacyclononadecino[11,12-b]quinoline-8-carboxamide). Procedure details: To a solution of the product from step 1 (92 mg) in dichloromethane (0.5 mL) was added trifluoroacetic acid (0.5 mL) The resulting solution was stirred for 3 hours at room temperature until disappearance of the starting material. The solvent was removed in vacuo. The reaction mixture was dissolved in ethyl acetate and a saturated solution of sodium bicarbonate was added slowly. After extracting 3× with ethyl acetate, the combined organics were dried with sodium sulfate, filtered and concentrated... Starting materials: BrN1C(CCC1=O)=O (N-Bromosuccinimide), ClC=1C=C(C=C(C1)C)C (5-chloro-m-xylene), [I-].[K+] (potassium iodide). The reagents and catalysts are C(C1=CC=CC=C1)(=O)OOC(C1=CC=CC=C1)=O (dibenzoyl peroxide). The solvent is C1=CC=CC=C1 (benzene). Product: ClC=1C=C(CBr)C=C(C1)C (3-chloro-5-methylbenzyl bromide). Isolated yield 109.1%. As a reaction SMILES: [Cl:1][C:2]1[CH:3]=[C:4]([CH3:9])[CH:5]=[C:6]([CH3:8])[CH:7]=1.[Br:10]N1C(=O)CCC1=O.[I-].[K+]>C1C=CC=CC=1.C(OOC(=O)C1C=CC=CC=1)(=O)C1C=CC=CC=1>[Cl:1][C:2]1[CH:7]=[C:6]([CH:5]=[C:4]([CH3:9])[CH:3]=1)[CH2:8][Br:10] |f:2.3|. Procedure: A solution of 5-chloro-m-xylene (59.3 g) and dibenzoyl peroxide (5.0 g) in 1.13 L of benzene was heated at reflux. N-Bromosuccinimide (82.2 g) was added in portions over 15 minutes. Heating was continued for an additional 20 minutes until a negative potassium iodide reaction was observed. The reaction mixture was cooled, evaporated and then titurated with hexane (500 ml). The precipitated succinimide was removed by filtration and washed with additional hexane. Concentration afforded 101 g of cru...